This data is from the Open Reaction Database (ORD), a public repository of structured organic reaction records. The task is: describe an organic reaction: reactants, conditions, products, and yield The reactants are O=C=Nc1cccc(Cl)c1, ClCCl, Clc1cnc2c(N3CCNCC3)ncnc2c1. Product: O=C(Nc1cccc(Cl)c1)C1CNCCN1c1ncnc2cc(Cl)cnc12. Reaction SMILES: [Cl:18][c:19]1[cH:20][c:21]([N:25]=[C:26]=[O:27])[cH:22][cH:23][cH:24]1.[Cl:28][CH2:29][Cl:30].[N:1]1([c:7]2[c:8]3[c:9]([n:10][cH:11][n:12]2)[cH:13][c:14]([Cl:17])[cH:15][n:16]3)[CH2:2][CH2:3][NH:4][CH2:5][CH2:6]1>>[N:1]1([c:7]2[c:8]3[c:9]([n:10][cH:11][n:12]2)[cH:13][c:14]([Cl:17])[cH:15][n:16]3)[CH:2]([C:26]([NH:25][c:21]2[cH:20][c:19]([Cl:18])[cH:24][cH:23][cH:22]2)=[O:27])[CH2:3][NH:4][CH2:5][CH2:6]1.